This data is from the Open Reaction Database (ORD), a public repository of structured organic reaction records. The task is: describe an organic reaction: reactants, conditions, products, and yield Procedure: Using similar reaction conditions as described in step-ii of example-7, tert-butyl 4-(4-(3-(1-(3,5-difluorobenzyl)-1H-pyrazol-4-yl)-1H-pyrrolo[2,3-b]pyridin-5-yl)-2-fluorophenyl)piperidine-1-carboxylate (64 mg, 0.109 mmol) was deprotected in TFA/toluene (5/5 mL) to afford 14.9 mg (28.3% yield) of the titled compound after purification by preparative TLC using 6% methanol in chloroform as eluent. 1H NMR (CD3OD, 300 MHz): δ 8.48-8.47 (d, 1H), 8.38-8.37 (d, 1H), 8.25 (s, 1H), 7.96 (s, 1H), 7.66 (s,... Product: FC=1C=C(CN2N=CC(=C2)C2=CNC3=NC=C(C=C32)C3=CC(=C(C=C3)C3CCNCC3)F)C=C(C1)F (3-(1-(3,5-difluorobenzyl)-1H-pyrazol-4-yl)-5-(3-fluoro-4-(piperidin-4-yl)phenyl)-1H-pyrrolo[2,3-b]pyridine). Reactants: step-ii, FC=1C=C(CN2N=CC(=C2)C2=CNC3=NC=C(C=C32)C3=CC(=C(C=C3)C3CCN(CC3)C(=O)OC(C)(C)C)F)C=C(C1)F (tert-butyl 4-(4-(3-(1-(3,5-difluorobenzyl)-1H-pyrazol-4-yl)-1H-pyrrolo[2,3-b]pyridin-5-yl)-2-fluorophenyl)piperidine-1-carboxylate). The solvent is C(=O)(C(F)(F)F)O.C1(=CC=CC=C1)C (TFA toluene). RXN SMILES: [F:1][C:2]1[CH:3]=[C:4]([CH:40]=[C:41]([F:43])[CH:42]=1)[CH2:5][N:6]1[CH:10]=[C:9]([C:11]2[C:19]3[C:14](=[N:15][CH:16]=[C:17]([C:20]4[CH:25]=[CH:24][C:23]([CH:26]5[CH2:31][CH2:30][N:29](C(OC(C)(C)C)=O)[CH2:28][CH2:27]5)=[C:22]([F:39])[CH:21]=4)[CH:18]=3)[NH:13][CH:12]=2)[CH:8]=[N:7]1>C(O)(C(F)(F)F)=O.C1(C)C=CC=CC=1>[F:1][C:2]1[CH:3]=[C:4]([CH:40]=[C:41]([F:43])[CH:42]=1)[CH2:5][N:6]1[CH:10]=[C:9]([C:11]2[C:19]3[C:14](=[N:15][CH:16]=[C:17]([C:20]4[CH:25]=[CH:24][C:23]([CH:26]5[CH2:31][CH2:30][NH:29][CH2:28][CH2:27]5)=[C:22]([F:39])[CH:21]=4)[CH:18]=3)[NH:13][CH:12]=2)[CH:8]=[N:7]1 |f:1.2|. Yield: 28.0%. The reactants are Cc1cc(N)cc(Br)c1, CS(=O)(=O)O, Cc1ccccc1, CCCCCCC, FC(F)(F)c1ccnc(Cl)n1, [Na+], [OH-], O. The product is Cc1cc(Br)cc(Nc2nccc(C(F)(F)F)n2)c1. Reaction SMILES: [Br:1][c:2]1[cH:3][c:4]([NH2:5])[cH:6][c:7]([CH3:9])[cH:8]1.[CH3:21][S:22](=[O:23])(=[O:24])[OH:25].[CH3:28][c:29]1[cH:30][cH:31][cH:32][cH:33][cH:34]1.[CH3:36][CH2:37][CH2:38][CH2:39][CH2:40][CH2:41][CH3:42].[Cl:10][c:11]1[n:12][cH:13][cH:14][c:15]([C:17]([F:18])([F:19])[F:20])[n:16]1.[Na+:27].[OH-:26].[OH2:35]>>[Br:1][c:2]1[cH:3][c:4]([NH:5][c:11]2[n:12][cH:13][cH:14][c:15]([C:17]([F:18])([F:19])[F:20])[n:16]2)[cH:6][c:7]([CH3:9])[cH:8]1. Reactants: C([O-])(O)=O.[Na+] (sodium bicarbonate), O1C(=CC=C1)C1=NC2=CC=CC=C2C(N1)=O (2-(2-furyl)quinazolin-4(3H)-one), P(=O)(Cl)(Cl)Cl (phosphorus oxychloride), CN(C1=CC=CC=C1)C (dimethylaniline). Run in C(Cl)(Cl)Cl (chloroform), O (water), O (water). Reaction conditions: time 15 minute. The product is ClC1=NC(=NC2=CC=CC=C12)C=1OC=CC1 (4-chloro-2-(2-furyl)quinazoline). Reaction SMILES: [O:1]1[CH:5]=[CH:4][CH:3]=[C:2]1[C:6]1[NH:15][C:14](=O)[C:13]2[C:8](=[CH:9][CH:10]=[CH:11][CH:12]=2)[N:7]=1.P(Cl)(Cl)([Cl:19])=O.CN(C)C1C=CC=CC=1.C(=O)(O)[O-].[Na+]>O.C(Cl)(Cl)Cl>[Cl:19][C:14]1[C:13]2[C:8](=[CH:9][CH:10]=[CH:11][CH:12]=2)[N:7]=[C:6]([C:2]2[O:1][CH:5]=[CH:4][CH:3]=2)[N:15]=1 |f:3.4|. Reported procedure: A 2.12 g portion of 2-(2-furyl)quinazolin-4(3H)-one was stirred into 25 ml of phosphorus oxychloride and to this mixture was slowly added 1.21 g of dimethylaniline. This mixture was stirred for 15 minutes. The entire mixture was added slowly to 1 liter of cold water containing 25 ml of chloroform. Solid sodium bicarbonate was added as required to keep the water solution basic. The chloroform extract was separated and the water extracted with an additional 25 ml of chloroform. The chloroform extr... Reactants: COC(=O)CCCC=CCC1C(O)CC(O)C1COC(=O)NCc1ccccc1, [Li+], [OH-], [OH-], O. Yields the product O=C(O)CCCC=CCC1C(O)CC(O)C1COC(=O)NCc1ccccc1. As a reaction SMILES: [CH2:1]([c:2]1[cH:3][cH:4][cH:5][cH:6][cH:7]1)[NH:8][C:9](=[O:10])[O:11][CH2:12][CH:13]1[CH:14]([CH2:20][CH:21]=[CH:22][CH2:23][CH2:24][CH2:25][C:26](=[O:27])[O:28][CH3:29])[CH:15]([OH:19])[CH2:16][CH:17]1[OH:18].[Li+:32].[OH-:30].[OH-:31].[OH2:33]>>[CH2:1]([c:2]1[cH:3][cH:4][cH:5][cH:6][cH:7]1)[NH:8][C:9](=[O:10])[O:11][CH2:12][CH:13]1[CH:14]([CH2:20][CH:21]=[CH:22][CH2:23][CH2:24][CH2:25][C:26](=[O:27])[OH:28])[CH:15]([OH:19])[CH2:16][CH:17]1[OH:18]. Reactants: FC(OC1=CC=C(C=C1)N1C(C2(CC1)CCNCC2)=O)(F)F (2-(4-trifluoromethoxy-phenyl)-2,8-diaza-spiro[4.5]decan-1-one), O=C(OC(Cl)(Cl)Cl)Cl (diphosgene), N1CCCC1 (pyrrolidine). Yields the product N1(CCCC1)C(=O)N1CCC2(CCN(C2=O)C2=CC=C(C=C2)OC(F)(F)F)CC1 (8-(Pyrrolidine-1-carbonyl)-2-(4-trifluoromethoxy-phenyl)-2,8-diaza-spiro[4.5]decan-1-one). Reaction SMILES: [F:1][C:2]([F:22])([F:21])[O:3][C:4]1[CH:9]=[CH:8][C:7]([N:10]2[CH2:14][CH2:13][C:12]3([CH2:19][CH2:18][NH:17][CH2:16][CH2:15]3)[C:11]2=[O:20])=[CH:6][CH:5]=1.O=C(Cl)[O:25][C:26](Cl)(Cl)Cl.[NH:31]1[CH2:35][CH2:34][CH2:33][CH2:32]1>>[N:31]1([C:26]([N:17]2[CH2:16][CH2:15][C:12]3([C:11](=[O:20])[N:10]([C:7]4[CH:8]=[CH:9][C:4]([O:3][C:2]([F:1])([F:21])[F:22])=[CH:5][CH:6]=4)[CH2:14][CH2:13]3)[CH2:19][CH2:18]2)=[O:25])[CH2:35][CH2:34][CH2:33][CH2:32]1. Procedure: This material was prepared in analogy to example 251 step B) from 2-(4-trifluoromethoxy-phenyl)-2,8-diaza-spiro[4.5]decan-1-one, diphosgene and pyrrolidine MS (ESI): 412.3 (MH+). Starting materials: N#Cc1cccc(C(=O)CC(=O)Nc2cc(-n3cc(C#N)c(-c4ccccc4)c3)ccc2[N+](=O)[O-])c1, C1CCOC1, O. The product is N#Cc1cccc(C2=Nc3ccc(-n4cc(C#N)c(-c5ccccc5)c4)cc3NC(=O)C2)c1. Reaction SMILES: [C:1](#[N:2])[c:3]1[cH:4][c:5]([C:9]([CH2:10][C:11](=[O:12])[NH:13][c:14]2[c:15]([N+:33]([O-:35])=[O:36])[cH:16][cH:17][c:18](-[n:20]3[cH:21][c:22]([C:31]#[N:32])[c:23](-[c:25]4[cH:26][cH:27][cH:28][cH:29][cH:30]4)[cH:24]3)[cH:19]2)=[O:34])[cH:6][cH:7][cH:8]1.[CH2:37]1[O:38][CH2:39][CH2:40][CH2:41]1.[OH2:42]>>[C:1](#[N:2])[c:3]1[cH:4][c:5]([C:9]2=[N:33][c:15]3[c:14]([cH:19][c:18](-[n:20]4[cH:21][c:22]([C:31]#[N:32])[c:23](-[c:25]5[cH:26][cH:27][cH:28][cH:29][cH:30]5)[cH:24]4)[cH:17][cH:16]3)[NH:13][C:11](=[O:12])[CH2:10]2)[cH:6][cH:7][cH:8]1. The reactants are C(C)(=O)C1=C(C(=C(OCCCOC2=C(C3=C(CCC(O3)C(=O)OC)C=C2)CCC)C=C1)CCC)O (Methyl 7-[3-(4-acetyl-3-hydroxy-2-propyl-phenoxy)propoxy]-3,4-dihydro-8-propyl-2H-1-benzopyran-2-carboxylate), CC(=O)C (acetone), C([O-])([O-])=O.[K+].[K+] (potassium carbonate), CI (methyl iodide). Solvent: O (water). Yields the product COC (methyl ether), C(C)(=O)C1=C(C(=C(OCCCOC2=C(C3=C(CCC(O3)C(=O)OC)C=C2)CCC)C=C1)CCC)OC (methyl 7-[3-(4-acetyl-3-methoxy-2-propylphenoxy)propoxy]-3,4-dihydro-8-propyl-2H-1-benzopyran-2-carboxylate). RXN SMILES: [C:1]([C:4]1[CH:31]=[CH:30][C:7]([O:8][CH2:9][CH2:10][CH2:11][O:12][C:13]2[CH:26]=[CH:25][C:16]3[CH2:17][CH2:18][CH:19]([C:21]([O:23][CH3:24])=[O:22])[O:20][C:15]=3[C:14]=2[CH2:27][CH2:28][CH3:29])=[C:6]([CH2:32][CH2:33][CH3:34])[C:5]=1[OH:35])(=[O:3])[CH3:2].[CH3:36]C(C)=O.C(=O)([O-])[O-].[K+].[K+].CI>O>[CH3:7][O:8][CH3:9].[C:1]([C:4]1[CH:31]=[CH:30][C:7]([O:8][CH2:9][CH2:10][CH2:11][O:12][C:13]2[CH:26]=[CH:25][C:16]3[CH2:17][CH2:18][CH:19]([C:21]([O:23][CH3:24])=[O:22])[O:20][C:15]=3[C:14]=2[CH2:27][CH2:28][CH3:29])=[C:6]([CH2:32][CH2:33][CH3:34])[C:5]=1[O:35][CH3:36])(=[O:3])[CH3:2] |f:2.3.4|. Procedure details: Methyl 7-[3-(4-acetyl-3-hydroxy-2-propyl-phenoxy)propoxy]-3,4-dihydro-8-propyl-2H-1-benzopyran-2-carboxylate (493 mg) was added to 25 ml of acetone containing 276 mg of anhydrous potassium carbonate and 282 mg of methyl iodide. The mixture was refluxed for about 24 hours and water was added and the mixture was then extracted with ethyl acetate. The extract was dried, the solvent removed under vacuum, and the residual oil was chromatographed over silica gel with a 40/60 mixture of ethyl acetate/h... Reactants: Cl (HCl), O1CCOCC1 (1,4-dioxane), FC(C=1C=C(CN2C(O[C@@H]([C@H]2C)C2=C(C=CC(=C2)C(F)(F)F)C=2C=C(C=CC2Cl)C2=C(C=C(C=C2)C(=O)OC)C)=O)C=C(C1)C(F)(F)F)(F)F (methyl 2″-{(4R,5R)-3-[3,5-bis(trifluoromethyl)benzyl]-4-methyl-2-oxo-1,3-oxazolidin-5-yl}-4′-chloro-2-methyl-4″-(trifluoromethyl)-1,1′:3′,1″-terphenyl-4-carboxylate), O.[OH-].[Li+] (lithium hydroxide monohydrate). Solvent: O (water). The product is FC(C=1C=C(CN2C(O[C@@H]([C@H]2C)C2=C(C=CC(=C2)C(F)(F)F)C=2C=C(C=CC2Cl)C2=C(C=C(C=C2)C(=O)O)C)=O)C=C(C1)C(F)(F)F)(F)F (2″-{(4R,5R)-3-[3,5-bis(trifluoromethyl)benzyl]-4-methyl-2-oxo-1,3-oxazolidin-5-yl}-4′-chloro-2-methyl-4″-(trifluoromethyl)-1,1′:3′,1″-terphenyl-4-carboxylic acid). Reaction SMILES: O1CCOCC1.[F:7][C:8]([F:56])([F:55])[C:9]1[CH:10]=[C:11]([CH:48]=[C:49]([C:51]([F:54])([F:53])[F:52])[CH:50]=1)[CH2:12][N:13]1[C@H:17]([CH3:18])[C@@H:16]([C:19]2[CH:24]=[C:23]([C:25]([F:28])([F:27])[F:26])[CH:22]=[CH:21][C:20]=2[C:29]2[CH:30]=[C:31]([C:36]3[CH:41]=[CH:40][C:39]([C:42]([O:44]C)=[O:43])=[CH:38][C:37]=3[CH3:46])[CH:32]=[CH:33][C:34]=2[Cl:35])[O:15][C:14]1=[O:47].O.[OH-].[Li+].Cl>O>[F:56][C:8]([F:7])([F:55])[C:9]1[CH:10]=[C:11]([CH:48]=[C:49]([C:51]([F:53])([F:54])[F:52])[CH:50]=1)[CH2:12][N:13]1[C@H:17]([CH3:18])[C@@H:16]([C:19]2[CH:24]=[C:23]([C:25]([F:27])([F:26])[F:28])[CH:22]=[CH:21][C:20]=2[C:29]2[CH:30]=[C:31]([C:36]3[CH:41]=[CH:40][C:39]([C:42]([OH:44])=[O:43])=[CH:38][C:37]=3[CH3:46])[CH:32]=[CH:33][C:34]=2[Cl:35])[O:15][C:14]1=[O:47] |f:2.3.4|. Reported procedure: To a 1,4-dioxane solution (3 mL) of methyl 2″-{(4R,5R)-3-[3,5-bis(trifluoromethyl)benzyl]-4-methyl-2-oxo-1,3-oxazolidin-5-yl}-4′-chloro-2-methyl-4″-(trifluoromethyl)-1,1′:3′,1″-terphenyl-4-carboxylate (65 mg, 0.089 mmol) was added a solution of lithium hydroxide monohydrate (26 mg, 0.623 mmol) in water (1.2 mL). Aliquot at reaction time 2 hours indicated completion of reaction (atropisomers present). Crude mixture was acidified by HCl (aq, 1N, 1 mL). The cloudy precipitation was dissolved by MeC... Starting materials: C(#N)C1=C(N=C(N(C1=O)C1=CC=C(C=C1)C)C1=CC=C(C=C1)SC)SC (5-Cyano-1-(4-methylphenyl)-4-(methylthio)-2-[4-(methylthio)phenyl]-6-oxo-1,6-dihydropyrimidine), CN (methylamine). The solvent is C(C)OC(C)=O.CCCCCC (ethylacetate hexane), CN(C)C=O (DMF). Run at temperature 45 celsius. Yields the product CNC1=NC(=NC(=C1C(=O)NC1=CC=C(C=C1)C)SC)C1=CC=C(C=C1)SC (4-(Methylamino)-N-(4-methylphenyl)-6-(methylthio)-2-[4-(methylthio)phenyl]pyrimidine-5-carboxamide). The yield is 37.0%. RXN SMILES: [C:1]([C:3]1[C:8](=[O:9])[N:7]([C:10]2[CH:15]=[CH:14][C:13]([CH3:16])=[CH:12][CH:11]=2)[C:6]([C:17]2[CH:22]=[CH:21][C:20]([S:23][CH3:24])=[CH:19][CH:18]=2)=[N:5][C:4]=1[S:25][CH3:26])#[N:2].[CH3:27][NH2:28]>CN(C=O)C.C(OC(=O)C)C.CCCCCC>[CH3:27][NH:28][C:1]1[C:3]([C:8]([NH:7][C:10]2[CH:15]=[CH:14][C:13]([CH3:16])=[CH:12][CH:11]=2)=[O:9])=[C:4]([S:25][CH3:26])[N:5]=[C:6]([C:17]2[CH:18]=[CH:19][C:20]([S:23][CH3:24])=[CH:21][CH:22]=2)[N:2]=1 |f:3.4|. Reported procedure: To a solution of 5-Cyano-1-(4-methylphenyl)-4-(methylthio)-2-[4-(methylthio)phenyl]-6-oxo-1,6-dihydropyrimidine (2 g, 5.3 mmol, prepared according to the procedure disclosed in our US patent 2004/0259891) in DMF was added methylamine (0.32 g, 10.5 mmol) under stirring. The solution was slowly warmed to 45° C., and maintained at this temperature for 1 hour. The completion of the reaction confirmed by TLC using ethylacetate:hexane (1:1) as a solvent system. The resulted reaction mass was poured on...